This data is from the Open Reaction Database (ORD), a public repository of structured organic reaction records. The task is: describe an organic reaction: reactants, conditions, products, and yield Starting materials: NCCN(CCN)C (N-(2-aminoethyl)-N-methyl-1,2-ethanediamine), NC=1C(=NC(=C(N1)N)Cl)C(=O)N1C=NC=C1 (1-(3,5-diamino-6-chloropyrazinoyl)imidazole). Run in O1CCCC1 (tetrahydrofuran). The product is ClC1=CN=CC(=N1)C(=O)N (6-chloropyrazinecarboxamide). As a reaction SMILES: NCCN(C)CCN.N[C:10]1[C:11]([C:18]([N:20]2C=CN=C2)=[O:19])=[N:12][C:13]([Cl:17])=[C:14](N)[N:15]=1>O1CCCC1>[Cl:17][C:13]1[N:12]=[C:11]([C:18]([NH2:20])=[O:19])[CH:10]=[N:15][CH:14]=1. Procedure: To a stirred solution of 84.0 g (0.744 mol) of N-(2-aminoethyl)-N-methyl-1,2-ethanediamine (see U.S. Pat. No. 3,201,472 for an example of how to obtain this material) in 700 ml of tetrahydrofuran was added 88.6 g (0.372 mol) of 1-(3,5-diamino-6-chloropyrazinoyl)imidazole in 10 portions over 1.5 hours. After 1 hour at ambient temperature the reaction mixture was filtered and concentrated to 300 ml. The solution was added dropwise to 1.4 liters of ether with vigorous stirring. The solid was filter... Reaction SMILES: [Br:1][CH2:2][CH2:3][CH2:4][C:5]([C:16]1[CH:21]=[CH:20][C:19]([F:22])=[CH:18][CH:17]=1)([C:9]1[CH:14]=[CH:13][C:12]([F:15])=[CH:11][CH:10]=1)[C:6](O)=[O:7].S(Cl)([Cl:25])=O>ClC(Cl)Cl>[Br:1][CH2:2][CH2:3][CH2:4][C:5]([C:16]1[CH:21]=[CH:20][C:19]([F:22])=[CH:18][CH:17]=1)([C:9]1[CH:14]=[CH:13][C:12]([F:15])=[CH:11][CH:10]=1)[C:6]([Cl:25])=[O:7]. The solvent is ClC(Cl)Cl (trichloromethane). Reported procedure: To a stirred solution of 29.5 parts of α-(3-bromopropyl)-4-fluoro-α-(4-fluorophenyl)benzeneacetic acid in 300 parts of trichloromethane were added 28.8 parts of thionyl chloride and the whole was stirred and refluxed for 3 hours. The reaction mixture was evaporated, yielding 30 parts of α-(3-bromopropyl)-4-fluoro-α-(4-fluorophenyl)benzeneacetyl chloride as a residue (intermediate 17). Product: BrCCCC(C(=O)Cl)(C1=CC=C(C=C1)F)C1=CC=C(C=C1)F (α-(3-bromopropyl)-4-fluoro-α-(4-fluorophenyl)benzeneacetyl chloride), intermediate 17. Starting materials: 29.5, BrCCCC(C(=O)O)(C1=CC=C(C=C1)F)C1=CC=C(C=C1)F (α-(3-bromopropyl)-4-fluoro-α-(4-fluorophenyl)benzeneacetic acid), S(=O)(Cl)Cl (thionyl chloride). Starting materials: COc1ccc(Br)cn1, Cl, [Cu]I, [K+], [K+], O=C([O-])[O-], CCOC(=O)c1cccc(O)c1, c1ccncc1. Yields the product CCOC(=O)c1cccc(Oc2ccc(OC)nc2)c1. Reaction SMILES: [Br:1][c:2]1[cH:3][cH:4][c:5]([O:8][CH3:9])[n:6][cH:7]1.[ClH:28].[Cu:35][I:36].[K+:22].[K+:23].[O-:24][C:25]([O-:26])=[O:27].[OH:10][c:11]1[cH:12][c:13]([C:14](=[O:15])[O:16][CH2:17][CH3:18])[cH:19][cH:20][cH:21]1.[cH:29]1[cH:30][cH:31][n:32][cH:33][cH:34]1>>[c:2]1([O:10][c:11]2[cH:12][c:13]([C:14](=[O:15])[O:16][CH2:17][CH3:18])[cH:19][cH:20][cH:21]2)[cH:3][cH:4][c:5]([O:8][CH3:9])[n:6][cH:7]1. Reactants: O=C1CCC(=O)N1Br, CN(C)C=O, COC(C)(C)C, COC1CCC(n2c(=O)ccc3c(C)nc(N)nc32)CC1. Product: COC1CCC(n2c(=O)c(Br)cc3c(C)nc(N)nc32)CC1. RXN SMILES: [Br:22][N:23]1[C:24](=[O:25])[CH2:26][CH2:27][C:28]1=[O:29].[CH3:30][N:31]([CH3:32])[CH:33]=[O:34].[CH3:35][O:36][C:37]([CH3:38])([CH3:39])[CH3:40].[NH2:1][c:2]1[n:3][c:4]([CH3:21])[c:5]2[c:6]([n:7]1)[n:8]([CH:13]1[CH2:14][CH2:15][CH:16]([O:19][CH3:20])[CH2:17][CH2:18]1)[c:9](=[O:12])[cH:10][cH:11]2>>[NH2:1][c:2]1[n:3][c:4]([CH3:21])[c:5]2[c:6]([n:7]1)[n:8]([CH:13]1[CH2:14][CH2:15][CH:16]([O:19][CH3:20])[CH2:17][CH2:18]1)[c:9](=[O:12])[c:10]([Br:22])[cH:11]2. The reactants are CC(=O)O (HOAc), C(C1=CC=CC=C1)(=O)Cl (Benzoyl chloride), NC12C(C3C(C=C1)(O)S3)S2 (4-aminophenol disulfide), TEA. Reagents/catalysts: [Zn] (zinc). Solvent: C(Cl)Cl (DCM). Conditions: time 8 hour. Yields the product SC1=CC=C(C=C1)NC(C1=CC=CC=C1)=O (N-(4-Mercapto-phenyl)-benzamide). RXN SMILES: [C:1](Cl)(=[O:8])[C:2]1[CH:7]=[CH:6][CH:5]=[CH:4][CH:3]=1.[NH2:10][C:11]12S[CH:12]1[CH:13]1[S:18][C:14]1(O)[CH:15]=[CH:16]2.CC(O)=O>C(Cl)Cl.[Zn]>[SH:18][C:14]1[CH:15]=[CH:16][C:11]([NH:10][C:1](=[O:8])[C:2]2[CH:7]=[CH:6][CH:5]=[CH:4][CH:3]=2)=[CH:12][CH:13]=1. Procedure details: Benzoyl chloride (5.14 mL, 44.28 mL) was added dropwise to a mixture of 4-aminophenol disulfide (5.0 g, 20.13 mmol) and TEA (7.01 mL, 50.3 mmol) in 60 mL DCM at 0° C. The reaction was allowed to stir overnight. The resulting precipitate was collected by filtration. The solid was washed with MeOH and water and then dried. The solid was combined with 200 mL of concentrated HOAc, and 5.0 equiv of zinc powder was added. The reaction was monitored by LCMS. When the reaction was complete, the acetic a... Reactants: [OH-].[Na+] (sodium hydroxide), CC(C)C=1N=CNC1C1=CC=C(C=C1)SC (4-(1-methylethyl)-5-(4-methythiophenyl)-1H-imidazole), ClC(C(=O)O)Cl (dichloroacetic acid), C(=C)OCC (ethyl vinyl ether). Run in C1(=CC=CC=C1)C (toluene). Product: CC(C)C=1N=CN(C1C1=CC=C(C=C1)SC)C(C)OCC (4-(1-Methylethyl)-5-(4-methylthiophenyl)-1-(α-ethoxyethyl)imidazole). Isolated yield 100.0%. Reaction SMILES: [CH3:1][CH:2]([C:4]1[N:5]=[CH:6][NH:7][C:8]=1[C:9]1[CH:14]=[CH:13][C:12]([S:15][CH3:16])=[CH:11][CH:10]=1)[CH3:3].ClC(Cl)C(O)=O.[CH:23]([O:25][CH2:26][CH3:27])=[CH2:24].[OH-].[Na+]>C1(C)C=CC=CC=1>[CH3:3][CH:2]([C:4]1[N:5]=[CH:6][N:7]([CH:23]([O:25][CH2:26][CH3:27])[CH3:24])[C:8]=1[C:9]1[CH:14]=[CH:13][C:12]([S:15][CH3:16])=[CH:11][CH:10]=1)[CH3:1] |f:3.4|. Reported procedure: A mixture of 7.48 g (32.2 mmoles) of 4-(1-methylethyl)-5-(4-methythiophenyl)-1H-imidazole, 4.56 g (35.3 mmoles) of dichloroacetic acid and 17.57 g (0.24 mole) of ethyl vinyl ether in 350 ml of toluene were heated at reflux for 3.5 hours. The reaction mixture was cooled to room temperature and was then stirred overnight with 100 ml of 25% aqueous sodium hydroxide. The organic layer was separated and the aqueous was extracted with ether (2×). The organic fractions were combined, washed with brine,...